Dataset: the Open Reaction Database (ORD), a public repository of structured organic reaction records. Task: describe an organic reaction: reactants, conditions, products, and yield The product is N#Cc1cc(Cl)cc(Oc2c(F)ccc(CBr)c2Cl)c1. As a reaction SMILES: [Cl:1][c:2]1[cH:3][c:4]([C:5]#[N:6])[cH:7][c:8]([O:10][c:11]2[c:12]([Cl:19])[c:13]([CH3:18])[cH:14][cH:15][c:16]2[F:17])[cH:9]1.[Cl:40][C:41]([Cl:42])([Cl:43])[Cl:44].[N:28]#[C:29][C:30]([N:31]=[N:32][C:33]([C:34]#[N:35])([CH3:36])[CH3:37])([CH3:38])[CH3:39].[O:20]=[C:21]1[N:22]([Br:27])[C:23](=[O:24])[CH2:25][CH2:26]1>>[Cl:1][c:2]1[cH:3][c:4]([C:5]#[N:6])[cH:7][c:8]([O:10][c:11]2[c:12]([Cl:19])[c:13]([CH2:18][Br:27])[cH:14][cH:15][c:16]2[F:17])[cH:9]1. The reactants are Cc1ccc(F)c(Oc2cc(Cl)cc(C#N)c2)c1Cl, ClC(Cl)(Cl)Cl, CC(C)(C#N)N=NC(C)(C)C#N, O=C1CCC(=O)N1Br. Product: FC=1C=C(C=CC1)C1=NOC(=C1C(=O)N1CCN(CC1)C1=C(C=CC=C1)OC)C ((3-(3-fluorophenyl)-5-methylisoxazol-4-yl)(4-(2-methoxyphenyl)piperazine-1-yl)methanone). Yield: 80.4%. The reactants are FC=1C=C(C=CC1)C1=NOC(=C1C(=O)O)C (3-(3-fluorophenyl)-5-methylisoxazol-4-carboxylic acid), Cl.C(C)N=C=NCCCN(C)C (1-ethyl-3-(dimethylaminopropyl)carbodiimide hydrochloride), COC1=C(C=CC=C1)N1CCNCC1 (1-(2-methoxyphenyl)piperazine). Procedure details: In a similar manner as described in Example 1, by using dichloromethane (30 mL), 3-(3-fluorophenyl)-5-methylisoxazol-4-carboxylic acid (407 mg, 1.84 mmol), 1-ethyl-3-(dimethylaminopropyl)carbodiimide hydrochloride (388 mg, 2.02 mmol) and 1-(2-methoxyphenyl)piperazine (354 mg, 1.84 mmol), a white solid required compound (586 mg, 1.48 mmol, 81%) was obtained. RXN SMILES: [F:1][C:2]1[CH:3]=[C:4]([C:8]2[C:12]([C:13]([OH:15])=O)=[C:11]([CH3:16])[O:10][N:9]=2)[CH:5]=[CH:6][CH:7]=1.Cl.C(N=C=NCCCN(C)C)C.[CH3:29][O:30][C:31]1[CH:36]=[CH:35][CH:34]=[CH:33][C:32]=1[N:37]1[CH2:42][CH2:41][NH:40][CH2:39][CH2:38]1>ClCCl>[F:1][C:2]1[CH:3]=[C:4]([C:8]2[C:12]([C:13]([N:40]3[CH2:39][CH2:38][N:37]([C:32]4[CH:33]=[CH:34][CH:35]=[CH:36][C:31]=4[O:30][CH3:29])[CH2:42][CH2:41]3)=[O:15])=[C:11]([CH3:16])[O:10][N:9]=2)[CH:5]=[CH:6][CH:7]=1 |f:1.2|. The solvent is ClCCl (dichloromethane).